Dataset: the Open Reaction Database (ORD), a public repository of structured organic reaction records. Task: describe an organic reaction: reactants, conditions, products, and yield Reactants: F[B-](F)(F)F, C[O+](C)C, Cc1n[nH]c2cc([N+](=O)[O-])ccc12, CC(C)=O. The product is Cc1c2ccc([N+](=O)[O-])cc2nn1C. RXN SMILES: [B-:14]([F:15])([F:16])([F:17])[F:18].[CH3:19][O+:20]([CH3:21])[CH3:22].[CH3:1][c:2]1[n:3][nH:4][c:5]2[cH:6][c:7]([N+:11](=[O:12])[O-:13])[cH:8][cH:9][c:10]12.[CH3:23][C:24](=[O:25])[CH3:26]>>[CH3:1][c:2]1[n:3]([CH3:19])[n:4][c:5]2[cH:6][c:7]([N+:11](=[O:12])[O-:13])[cH:8][cH:9][c:10]12. Reactants: ClC=1C2=C(N=C(N1)N1CCN(CC1)C1=CC=C(C=C1)Cl)CCS2=O (4-chloro-2-[4-(4-chloro-phenyl)-piperazin-1-yl]-6,7-dihydro-thieno[3,2-d]pyrimidine 5-oxide), O (water), O[C@@H]1C[C@H](NC1)C(=O)OC (methyl (2S,4R)-4-hydroxy-pyrrolidine-2-carboxylate), C(C)(C)N(CC)C(C)C (diisopropylethylamine). Procedure: 500 mg 4-chloro-2-[4-(4-chloro-phenyl)-piperazin-1-yl]-6,7-dihydro-thieno[3,2-d]pyrimidine 5-oxide (cf Example 124), 284.19 mg methyl (2S,4R)-4-hydroxy-pyrrolidine-2-carboxylate and 691.65 μl diisopropylethylamine are placed in 8 ml dioxane, heated to 120° C. in the microwave for 0.3 hours. Then the reaction mixture is combined with water and dichloromethane and extracted. The organic phase is separated off using a phase separation cartridge and evaporated to dryness. The diastereomers are separ... As a reaction SMILES: Cl[C:2]1[C:3]2[S:23](=[O:24])[CH2:22][CH2:21][C:4]=2[N:5]=[C:6]([N:8]2[CH2:13][CH2:12][N:11]([C:14]3[CH:19]=[CH:18][C:17]([Cl:20])=[CH:16][CH:15]=3)[CH2:10][CH2:9]2)[N:7]=1.[OH:25][C@H:26]1[CH2:30][NH:29][C@H:28]([C:31]([O:33][CH3:34])=[O:32])[CH2:27]1.C(N(C(C)C)CC)(C)C.O>O1CCOCC1.ClCCl>[Cl:20][C:17]1[CH:18]=[CH:19][C:14]([N:11]2[CH2:12][CH2:13][N:8]([C:6]3[N:7]=[C:2]([N:29]4[CH2:30][C@H:26]([OH:25])[CH2:27][C@H:28]4[C:31]([O:33][CH3:34])=[O:32])[C:3]4[S:23](=[O:24])[CH2:22][CH2:21][C:4]=4[N:5]=3)[CH2:9][CH2:10]2)=[CH:15][CH:16]=1. Yields the product ClC1=CC=C(C=C1)N1CCN(CC1)C=1N=C(C2=C(N1)CCS2=O)N2[C@@H](C[C@H](C2)O)C(=O)OC (METHYL (2S,4R)-1-{2-[4-(4-CHLORO-PHENYL)-PIPERAZIN-1-YL]-5-OXO-6,7-DIHYDRO-5H-5λ4-THIENO [3,2-D]PYRIMIDIN-4-YL}-4-HYDROXY-PYRROLIDINE-2-CARBOXYLATE). Run in O1CCOCC1 (dioxane), ClCCl (dichloromethane). Run at temperature 120 celsius. The reactants are C(CC)C=1SC(=CN1)C(=O)O (2-propyl-5-thiazolecarboxylic acid), C(C)(C)NC(C)C (diisopropylamine). Run in CC(=O)C (acetone). Yields the product C(CC)C=1SC(=CN1)C(=O)[O-].C(C)(C)[NH2+]C(C)C (diisopropylammonium 2-propyl-5-thiazolecarboxylate). The yield is 90.0%. Reaction SMILES: [CH2:1]([C:4]1[S:5][C:6]([C:9]([OH:11])=[O:10])=[CH:7][N:8]=1)[CH2:2][CH3:3].[CH:12]([NH:15][CH:16]([CH3:18])[CH3:17])([CH3:14])[CH3:13]>CC(C)=O>[CH2:1]([C:4]1[S:5][C:6]([C:9]([O-:11])=[O:10])=[CH:7][N:8]=1)[CH2:2][CH3:3].[CH:12]([NH2+:15][CH:16]([CH3:18])[CH3:17])([CH3:14])[CH3:13] |f:3.4|. Reported procedure: 4.45 Grams of 2-propyl-5-thiazolecarboxylic acid (obtained in Example II) are dissolved in 120 cc of acetone and 2.62 gm of diisopropylamine are added. The solvent is evaporated off under low pressure and the crystals thus obtained are recrystallized from isopropyl ether. The diisopropylammonium 2-propyl-5-thiazolecarboxylate is obtained in the form of colorless crystals, soluble in water and in alcohol, melting at 120° C. (Yield: 90%). The reactants are FC1=CC=C(C=C1)C1=NOC(=C1C=1N=CNC1)C(F)(F)F (3-(4-fluoro-phenyl)-4-(1H-imidazol-4-yl)-5-trifluoromethyl-isoxazole), FC1=CC=C(C(=O)OC)C=C1 (methyl 4-fluorobenzoate). The product is COC(C1=CC=C(C=C1)N1C=NC(=C1)C=1C(=NOC1C(F)(F)F)C1=CC=C(C=C1)F)=O (4-{4-[3-(4-Fluoro-phenyl)-5-trifluoromethyl-isoxazol-4-yl]-imidazol-1-yl}-benzoic acid methyl ester). Isolated yield 44.0%. Reaction SMILES: [F:1][C:2]1[CH:7]=[CH:6][C:5]([C:8]2[C:12]([C:13]3[N:14]=[CH:15][NH:16][CH:17]=3)=[C:11]([C:18]([F:21])([F:20])[F:19])[O:10][N:9]=2)=[CH:4][CH:3]=1.F[C:23]1[CH:32]=[CH:31][C:26]([C:27]([O:29][CH3:30])=[O:28])=[CH:25][CH:24]=1>>[CH3:30][O:29][C:27](=[O:28])[C:26]1[CH:31]=[CH:32][C:23]([N:16]2[CH:17]=[C:13]([C:12]3[C:8]([C:5]4[CH:6]=[CH:7][C:2]([F:1])=[CH:3][CH:4]=4)=[N:9][O:10][C:11]=3[C:18]([F:21])([F:19])[F:20])[N:14]=[CH:15]2)=[CH:24][CH:25]=1. Procedure: As described for Example 24, 3-(4-fluoro-phenyl)-4-(1H-imidazol-4-yl)-5-trifluoromethyl-isoxazole (900 mg, 3.0 mmol), using methyl 4-fluorobenzoate instead of 4-fluoroacetophenone, was converted to the title compound (580 mg, 44%) which was obtained as a white solid. MS: m/e=432.3 [M+H]+. The reactants are ice, OC=1C=C2C=C(NC2=CC1)CC(C(=O)OC)(C)C (Methyl 3-[5-hydroxyindol-2-yl]-2,2-dimethylpropanoate), BrCC1=NC2=CC=CC=C2C=C1 (2-bromomethylquinoline), C(=O)([O-])[O-].[K+].[K+] (K2CO3). Run in CN(C)C=O (DMF). Reaction conditions: time 48 hour. Product: N1=C(C=CC2=CC=CC=C12)COC=1C=C2C=C(NC2=CC1)CC(C(=O)OC)(C)C (Methyl 3-[5-(quinolin-2-ylmethoxy)-indol-2-yl]-2,2-dimethylpropanoate). Yield: 66.2%. As a reaction SMILES: [OH:1][C:2]1[CH:3]=[C:4]2[C:8](=[CH:9][CH:10]=1)[NH:7][C:6]([CH2:11][C:12]([CH3:18])([CH3:17])[C:13]([O:15][CH3:16])=[O:14])=[CH:5]2.Br[CH2:20][C:21]1[CH:30]=[CH:29][C:28]2[C:23](=[CH:24][CH:25]=[CH:26][CH:27]=2)[N:22]=1.C([O-])([O-])=O.[K+].[K+]>CN(C=O)C>[N:22]1[C:23]2[C:28](=[CH:27][CH:26]=[CH:25][CH:24]=2)[CH:29]=[CH:30][C:21]=1[CH2:20][O:1][C:2]1[CH:3]=[C:4]2[C:8](=[CH:9][CH:10]=1)[NH:7][C:6]([CH2:11][C:12]([CH3:18])([CH3:17])[C:13]([O:15][CH3:16])=[O:14])=[CH:5]2 |f:2.3.4|. Reported procedure: A mixture of the phenol from step B (13.62 g, 55.14 mmol) and 2-bromomethylquinoline (12.85 g, 1.05 mol eq.) and anhydrous K2CO3 (15.22 g, 2 mol. eq.) in DMF (40 ml) was stirred at RT for 48 hours. The mixture was then poured onto ice/water and after all the ice had melted, the brown solid was collected and air-dried. The dried material was passed through a plug of silica (using EtOAc/hexane (1:3) as eluent) to remove the color; yield: 19 g, 88%. Recrystallization from EtOH afforded 14.17g of pu... The reactants are C[P+](C)(C)CC#N, CCC#N, O=C1CN(Cc2ccccc2)c2ncc(CO)cc2N1, CCN(C(C)C)C(C)C, Clc1ccc(N2CCNCC2)cc1, Cl, [I-], O. Yields the product O=C1CN(Cc2ccccc2)c2ncc(CN3CCN(c4ccc(Cl)cc4)CC3)cc2N1. Reaction SMILES: [C:22]([CH2:23][P+:24]([CH3:25])([CH3:26])[CH3:27])#[N:28].[C:52](#[N:53])[CH2:54][CH3:55].[CH2:1]([c:2]1[cH:3][cH:4][cH:5][cH:6][cH:7]1)[N:8]1[c:9]2[c:10]([cH:15][c:16]([CH2:19][OH:20])[cH:17][n:18]2)[NH:11][C:12](=[O:14])[CH2:13]1.[CH2:29]([N:30]([CH:31]([CH3:32])[CH3:33])[CH:34]([CH3:35])[CH3:36])[CH3:37].[Cl:39][c:40]1[cH:41][cH:42][c:43]([N:46]2[CH2:47][CH2:48][NH:49][CH2:50][CH2:51]2)[cH:44][cH:45]1.[ClH:38].[I-:21].[OH2:56]>>[CH2:1]([c:2]1[cH:3][cH:4][cH:5][cH:6][cH:7]1)[N:8]1[c:9]2[c:10]([cH:15][c:16]([CH2:19][N:49]3[CH2:48][CH2:47][N:46]([c:43]4[cH:42][cH:41][c:40]([Cl:39])[cH:45][cH:44]4)[CH2:51][CH2:50]3)[cH:17][n:18]2)[NH:11][C:12](=[O:14])[CH2:13]1. Reactants: CCOC(=O)c1cc(Br)c(=O)[nH]c1C(F)(F)F, C1CCOC1, CCOC(=O)N=NC(=O)OCC, OCC1CC1, c1ccc(P(c2ccccc2)c2ccccc2)cc1. The product is CCOC(=O)c1cc(Br)c(OCC2CC2)nc1C(F)(F)F. Reaction SMILES: [CH2:1]([CH3:2])[O:3][C:4](=[O:5])[c:6]1[c:7]([C:14]([F:15])([F:16])[F:17])[nH:8][c:9](=[O:13])[c:10]([Br:12])[cH:11]1.[CH2:54]1[O:55][CH2:56][CH2:57][CH2:58]1.[O:42]=[C:43]([O:44][CH2:45][CH3:46])[N:47]=[N:48][C:49]([O:50][CH2:51][CH3:52])=[O:53].[OH:18][CH2:19][CH:20]1[CH2:21][CH2:22]1.[c:23]1([P:24]([c:25]2[cH:26][cH:27][cH:28][cH:29][cH:30]2)[c:31]2[cH:32][cH:33][cH:34][cH:35][cH:36]2)[cH:37][cH:38][cH:39][cH:40][cH:41]1>>[CH2:1]([CH3:2])[O:3][C:4](=[O:5])[c:6]1[c:7]([C:14]([F:15])([F:16])[F:17])[n:8][c:9]([O:13][CH2:19][CH:20]2[CH2:21][CH2:22]2)[c:10]([Br:12])[cH:11]1. Reactants: CN1N=CC(=C1)B1OC(C(O1)(C)C)(C)C (1-methyl-4-(4,4,5,5-tetramethyl-1,3,2-dioxaborolan-2-yl)-1H-pyrazole), BrC1=CC=C2N=CC(=NC2=C1)Cl (7-bromo-2-chloro-quinoxaline), CN1N=CC(=C1)B1OC(C(O1)(C)C)(C)C (1-methyl-4-(4,4,5,5-tetramethyl-1,3,2-dioxaborolan-2-yl)-1H-pyrazole), C([O-])([O-])=O.[Na+].[Na+] (sodium carbonate), COCCOC (1,2-dimethoxyethane). The reagents and catalysts are C(C)(=O)[O-].[Pd+2].C(C)(=O)[O-] (palladium(II)acetate), C1(=CC=CC=C1)P(C1=CC=CC=C1)C1=CC=CC=C1 (triphenylphosphine). The solvent is O (water), O (water). Yields the product BrC1=CC=C2N=CC(=NC2=C1)C=1C=NN(C1)C (7-Bromo-2-(1-methyl-1H-pyrazol-4-yl)-quinoxaline). The yield is 89.4%. RXN SMILES: [Br:1][C:2]1[CH:11]=[C:10]2[C:5]([N:6]=[CH:7][C:8](Cl)=[N:9]2)=[CH:4][CH:3]=1.[CH3:13][N:14]1[CH:18]=[C:17](B2OC(C)(C)C(C)(C)O2)[CH:16]=[N:15]1.C(=O)([O-])[O-].[Na+].[Na+].COCCOC>O.C([O-])(=O)C.[Pd+2].C([O-])(=O)C.C1(P(C2C=CC=CC=2)C2C=CC=CC=2)C=CC=CC=1>[Br:1][C:2]1[CH:11]=[C:10]2[C:5]([N:6]=[CH:7][C:8]([C:17]3[CH:16]=[N:15][N:14]([CH3:13])[CH:18]=3)=[N:9]2)=[CH:4][CH:3]=1 |f:2.3.4,7.8.9|. Reported procedure: 7-bromo-2-chloro-quinoxaline (502 g; 2.06 mol), 1-methyl-4-(4,4,5,5-tetramethyl-1,3,2-dioxaborolan-2-yl)-1H-pyrazole (450.42 g; 2.16 mol), triphenylphosphine (10.82 g; 0.041 mol) and palladium(II)acetate were added to a mixture of sodium carbonate (240.37 g; 2.267 mol), 1,2-dimethoxyethane (5.48 L) and water (1.13 L). The reaction mixture was stirred at reflux for 20 hours, then 1-methyl-4-(4,4,5,5-tetramethyl-1,3,2-dioxaborolan-2-yl)-1H-pyrazole (42.9 g; 0.206 mol) was added and the reaction mi... Reactants: ClC=1C=CC2=C(C=CC3=C(N=C(S3)C)C2C=2C(=NC(NC2)=O)SC)C1 ((±)-5-(7-Chloro-2-methyl-4H-benzo[5,6]cyclohepta[1,2-d]thiazol-4-yl)-4-methylthio-2(1H)-pyrimidinone), CI (methyl iodide), solution, CC(C)([O-])C.[K+] (potassium tert-butoxide). Solvent: O1CCCC1 (tetrahydrofuran), CN(C=O)C (N,N-dimethylformamide), C(C)(=O)OCC (ethyl acetate). Product: ClC=1C=CC2=C(C=CC3=C(N=C(S3)C)C2C=2C(NC(N(C2)C)=O)=S)C1 ((±)-5-(7-chloro-2-methyl-4H-benzo[5,6]cyclohepta[1,2-d]thiazol-4-yl)-1-methyl-3,4-dihydro-4-thioxo-2(1H)-pyrimidinone). Reaction SMILES: [Cl:1][C:2]1[CH:3]=[CH:4][C:5]2[CH:15]([C:16]3[C:17]([S:23]C)=[N:18][C:19](=[O:22])[NH:20][CH:21]=3)[C:10]3[N:11]=[C:12]([CH3:14])[S:13][C:9]=3[CH:8]=[CH:7][C:6]=2[CH:25]=1.CI.[CH3:28]C(C)([O-])C.[K+]>O1CCCC1.CN(C)C=O.C(OCC)(=O)C>[Cl:1][C:2]1[CH:3]=[CH:4][C:5]2[CH:15]([C:16]3[C:17](=[S:23])[NH:18][C:19](=[O:22])[N:20]([CH3:28])[CH:21]=3)[C:10]3[N:11]=[C:12]([CH3:14])[S:13][C:9]=3[CH:8]=[CH:7][C:6]=2[CH:25]=1 |f:2.3|. Procedure: A solution of the product of example 39 step (i) (0.1 g) together with methyl iodide (0.040 ml) and a 1M solution of potassium tert-butoxide in tetrahydrofuran (0.52 ml) in N,N-dimethylformamide (10 ml) was heated at 80° C. for 2 h. The reaction mixture was cooled, diluted with ethyl acetate and washed with saturated aqueous ammonium chloride and brine. The organic phase was dried over magnesium sulphate, filtered and evaporated. The crude product was purified by chromatography eluting with 5% e...